From a dataset of the Open Reaction Database (ORD), a public repository of structured organic reaction records. describe an organic reaction: reactants, conditions, products, and yield Reactants: C(C)OC(C=C(C1=CC2=C(N=C(N=C2)S(=O)(=O)C)N1C1=C(C=CC=C1F)F)C1=C(C=CC=C1)Cl)=O (3-(2-chloro-phenyl)-3-[7-(2,6-difluoro-phenyl)-2-methanesulfonyl-7H-pyrrolo[2,3-d]pyrimidin-6-yl]-acrylic acid ethyl ester), C(C)(C)N(CC)C(C)C (diisopropylethylamine), Cl.NC(C(C)(O)C)C (3-amino-2-methyl-butan-2-ol hydrochloride salt), Cl.NC(C(C)(O)C)C (3-amino-2-methyl-butan-2-ol hydrochloride salt). Run in CN1C(CCC1)=O (N-methylpyrrolidinone), [NH4+].[Cl-] (NH4Cl). Reaction conditions: temperature 120 celsius. Yields the product C(C)OC(C=C(C1=CC2=C(N=C(N=C2)NC(C(C)(C)O)C)N1C1=C(C=CC=C1F)F)C1=C(C=CC=C1)Cl)=O (3-(2-chlorophenyl)-3-[7-(2,6-difluoro-phenyl)-2-(2-hydroxy-1,2-dimethyl-propylamino)-7H-pyrrolo[2,3-d]pyrimidin-6-yl]-acrylic acid ethyl ester). As a reaction SMILES: [CH2:1]([O:3][C:4](=[O:35])[CH:5]=[C:6]([C:28]1[CH:33]=[CH:32][CH:31]=[CH:30][C:29]=1[Cl:34])[C:7]1[N:19]([C:20]2[C:25]([F:26])=[CH:24][CH:23]=[CH:22][C:21]=2[F:27])[C:10]2[N:11]=[C:12](S(C)(=O)=O)[N:13]=[CH:14][C:9]=2[CH:8]=1)[CH3:2].C(N(C(C)C)CC)(C)C.Cl.[NH2:46][CH:47]([CH3:52])[C:48]([CH3:51])([OH:50])[CH3:49]>CN1CCCC1=O.[NH4+].[Cl-]>[CH2:1]([O:3][C:4](=[O:35])[CH:5]=[C:6]([C:28]1[CH:33]=[CH:32][CH:31]=[CH:30][C:29]=1[Cl:34])[C:7]1[N:19]([C:20]2[C:25]([F:26])=[CH:24][CH:23]=[CH:22][C:21]=2[F:27])[C:10]2[N:11]=[C:12]([NH:46][CH:47]([CH3:52])[C:48]([OH:50])([CH3:51])[CH3:49])[N:13]=[CH:14][C:9]=2[CH:8]=1)[CH3:2] |f:2.3,5.6|. Procedure details: To a solution of 3-(2-chloro-phenyl)-3-[7-(2,6-difluoro-phenyl)-2-methanesulfonyl-7H-pyrrolo[2,3-d]pyrimidin-6-yl]-acrylic acid ethyl ester, 14, (0.30 g, 0.59 mmol)) in N-methylpyrrolidinone (4 mL) is added diisopropylethylamine (0.41 mL, 2.36 mmol) and 3-amino-2-methyl-butan-2-ol hydrochloride salt (0.10 g, 0.71 mmol). After heating the reaction at 90° C. for 21 hours, an additional equivalent of 3-amino-2-methyl-butan-2-ol hydrochloride salt (0.08 g, 0.59 mmol) is added and the mixture heated ... Starting materials: C(C1=CC=CC=C1)N1C(=NC=2C1=NC(=CC2C)C#N)CC (3-benzyl-5-cyano-2-ethyl-7-methylimidazo[4,5-b]pyridine), [NH4+].[OH-] (NH4OH), CO (MeOH). Run in OS(=O)(=O)O (H2SO4), O (H2O). Reaction conditions: time 8 hour. Product: C(C1=CC=CC=C1)N1C(=NC=2C1=NC(=CC2C)C(=O)OC)CC (methyl 3-benzyl-2-ethyl-7-methylimidazo[4,5-b]pyridine-5-carboxylate). As a reaction SMILES: [CH2:1]([N:8]1[C:12]2=[N:13][C:14]([C:18]#N)=[CH:15][C:16]([CH3:17])=[C:11]2[N:10]=[C:9]1[CH2:20][CH3:21])[C:2]1[CH:7]=[CH:6][CH:5]=[CH:4][CH:3]=1.[CH3:22][OH:23].[NH4+].[OH-:25]>OS(O)(=O)=O.O>[CH2:1]([N:8]1[C:12]2=[N:13][C:14]([C:18]([O:23][CH3:22])=[O:25])=[CH:15][C:16]([CH3:17])=[C:11]2[N:10]=[C:9]1[CH2:20][CH3:21])[C:2]1[CH:7]=[CH:6][CH:5]=[CH:4][CH:3]=1 |f:2.3|. Reported procedure: A solution of 3-benzyl-5-cyano-2-ethyl-7-methylimidazo[4,5-b]pyridine (0.44 g, 1.59 mmol) in H2SO4 (4 mL) and H2O (4 mL) was heated to 80° C. for 8 h. The reaction was cooled, MeOH (150 mL) was added, then conc. NH4OH was added until the mixture turned basic. The white solid (NH4)2SO4 was filtered and washed with MeOH. The water and MeOH were removed in vacuo and and the residue was taken up in MeOH and then filtered to remove any remaining (NH4)2SO4. After concentrating, and removal of water fr... Reactants: NC=1C(N(C(N(C1N)CCC)=O)CCC)=O (5,6-diamino-1,3-dipropyluracil), ClC1=C(C=CC(=O)O)C=CC=C1 (2-chlorocinnamic acid). Product: ClC1=C(/C=C/C2=NC=3N(C(N(C(C3N2)=O)CCC)=O)CCC)C=CC=C1 ((E)-8-(2-Chlorostyryl)-1,3-dipropylxanthine). The yield is 75.0%. RXN SMILES: [NH2:1][C:2]1[C:3](=[O:16])[N:4]([CH2:13][CH2:14][CH3:15])[C:5](=[O:12])[N:6]([CH2:9][CH2:10][CH3:11])[C:7]=1[NH2:8].[Cl:17][C:18]1[CH:28]=[CH:27][CH:26]=[CH:25][C:19]=1[CH:20]=[CH:21][C:22](O)=O>>[Cl:17][C:18]1[CH:28]=[CH:27][CH:26]=[CH:25][C:19]=1/[CH:20]=[CH:21]/[C:22]1[NH:1][C:2]2[C:3](=[O:16])[N:4]([CH2:13][CH2:14][CH3:15])[C:5](=[O:12])[N:6]([CH2:9][CH2:10][CH3:11])[C:7]=2[N:8]=1. Procedure: Substantially the same procedure as in Reference Example 1 was repeated using 3.00 g (13.3 mmol) of 5,6-diamino-1,3-dipropyluracil and 2.67 g (14.6 mmol) of 2-chlorocinnamic acid. Then, the resultant crude crystals were recrystallized from toluene to give 3.72 g (yield 82%) of Compound 40 as white needles. Starting materials: C(C)(=O)N1CCC2=C(CC1)C=C(C(=C2)S(N)(=O)=O)OC (3-acetyl-8-methoxy-7-sulfamoyl-2,3,4,5-tetrahydro-1H-3-benzazepine), Cl (hydrochloric acid). Product: Cl.COC=1C(=CC2=C(CCNCC2)C1)S(N)(=O)=O (8-methoxy-7-sulfamoyl-2,3,4,5-tetrahydro-1H-3-benzazepine hydrochloride). As a reaction SMILES: C([N:4]1[CH2:10][CH2:9][C:8]2[CH:11]=[C:12]([O:19][CH3:20])[C:13]([S:15](=[O:18])(=[O:17])[NH2:16])=[CH:14][C:7]=2[CH2:6][CH2:5]1)(=O)C.[ClH:21]>>[ClH:21].[CH3:20][O:19][C:12]1[C:13]([S:15](=[O:18])(=[O:17])[NH2:16])=[CH:14][C:7]2[CH2:6][CH2:5][NH:4][CH2:10][CH2:9][C:8]=2[CH:11]=1 |f:2.3|. Procedure details: The sulfonamide (2.3 g, 0.007 m) was suspended in 3N hydrochloric acid and heated to reflux for 16 hours. The mixture was concentrated in vacuo and the residue crystallized from methanol to give 8-methoxy-7-sulfamoyl-2,3,4,5-tetrahydro-1H-3-benzazepine hydrochloride, m.p. 270°-274°. Starting materials: C1COCCN1, CC(=O)c1ccc(N2CCN(C(=O)c3cc([N+](=O)[O-])ccc3F)CC2)c(F)c1, O. The product is CC(=O)c1ccc(N2CCN(C(=O)c3cc([N+](=O)[O-])ccc3N3CCOCC3)CC2)c(F)c1. Reaction SMILES: [CH2:29]1[CH2:30][O:31][CH2:32][CH2:33][NH:34]1.[F:1][c:2]1[cH:3][c:4]([C:26]([CH3:27])=[O:28])[cH:5][cH:6][c:7]1[N:8]1[CH2:9][CH2:10][N:11]([C:14]([c:15]2[c:16]([F:24])[cH:17][cH:18][c:19]([N+:21](=[O:22])[O-:23])[cH:20]2)=[O:25])[CH2:12][CH2:13]1.[OH2:35]>>[F:1][c:2]1[cH:3][c:4]([C:26]([CH3:27])=[O:28])[cH:5][cH:6][c:7]1[N:8]1[CH2:9][CH2:10][N:11]([C:14]([c:15]2[c:16]([N:34]3[CH2:29][CH2:30][O:31][CH2:32][CH2:33]3)[cH:17][cH:18][c:19]([N+:21](=[O:22])[O-:23])[cH:20]2)=[O:25])[CH2:12][CH2:13]1. Starting materials: BrC1=NNC(=C1Br)Br (3,4,5-tribromopyrazole), BrC(C(=O)OCC)CCCC (ethyl 2-bromohexanoate), solid, C([O-])([O-])=O.[K+].[K+] (potassium carbonate). Run in CC(=O)C (acetone). Run at time 10 minute. Product: BrC1=NN(C(=C1Br)Br)C(C(=O)OCC)CCCC (ethyl 3,4,5-tribromo-α-butylpyrazole-1-acetate). Isolated yield 92.0%. As a reaction SMILES: [Br:1][C:2]1[C:6]([Br:7])=[C:5]([Br:8])[NH:4][N:3]=1.C(=O)([O-])[O-].[K+].[K+].Br[CH:16]([CH2:22][CH2:23][CH2:24][CH3:25])[C:17]([O:19][CH2:20][CH3:21])=[O:18]>CC(C)=O>[Br:1][C:2]1[C:6]([Br:7])=[C:5]([Br:8])[N:4]([CH:16]([CH2:22][CH2:23][CH2:24][CH3:25])[C:17]([O:19][CH2:20][CH3:21])=[O:18])[N:3]=1 |f:1.2.3|. Procedure details: A quantity (30.4 g., 0.1 mole) of 3,4,5-tribromopyrazole was dissolved in 500 ml. acetone and 27.6 g. (0.2 mole) solid anhydrous potassium carbonate was added. The mixture was heated at the reflux temperature with stirring for 10 minutes and after cooling 23.0 g. (0.11 mole) ethyl 2-bromohexanoate was added. This reaction mixture was heated at the reflux temperature for 11/2 hrs., cooled, and then filtered. The solids on the filter were washed with acetone and the combined acetone filtrate and a... Reactants: COc1ccc2cc(Br)ccc2c1, C1CCOC1, I, [Mg], [Na+], O, O=C([O-])O, CC(C)C(=O)c1c[nH]cn1. Product: COc1ccc2cc(C(O)(c3c[nH]cn3)C(C)C)ccc2c1. As a reaction SMILES: [Br:3][c:4]1[cH:5][c:6]2[cH:7][cH:8][c:9]([O:14][CH3:15])[cH:10][c:11]2[cH:12][cH:13]1.[CH2:31]1[O:32][CH2:33][CH2:34][CH2:35]1.[I:2].[Mg:1].[Na+:26].[OH2:36].[OH:27][C:28](=[O:29])[O-:30].[nH:16]1[cH:17][n:18][c:19]([C:21]([CH:22]([CH3:23])[CH3:24])=[O:25])[cH:20]1>>[c:4]1([C:21]([c:19]2[n:18][cH:17][nH:16][cH:20]2)([CH:22]([CH3:23])[CH3:24])[OH:25])[cH:5][c:6]2[cH:7][cH:8][c:9]([O:14][CH3:15])[cH:10][c:11]2[cH:12][cH:13]1. Reactants: C(O)([O-])=O.[Na+] (sodium hydrogen carbonate), C(C)NC1=C(SC(=C1)C1=CC=NC=C1)C(=O)N (3-(ethylamino)-5-(pyridin-4-yl)thiophene-2-carboxamide), CCC(CC)=O (3-pentanone), O.C1(=CC=C(C=C1)S(=O)(=O)O)C (p-toluenesulfonic acid monohydrate). Solvent: C(C)(=O)O (acetic acid). Reaction conditions: temperature 120 celsius, time 1 hour. The product is C(C)N1C(NC(C2=C1C=C(S2)C2=CC=NC=C2)=O)(CC)CC (1,2,2-triethyl-6-(pyridin-4-yl)-2,3-dihydrothieno[3,2-d]pyrimidin-4(1H)-one). Yield: 12.0%. RXN SMILES: [CH2:1]([NH:3][C:4]1[CH:8]=[C:7]([C:9]2[CH:14]=[CH:13][N:12]=[CH:11][CH:10]=2)[S:6][C:5]=1[C:15]([NH2:17])=[O:16])[CH3:2].[CH3:18][CH2:19][C:20](=O)[CH2:21][CH3:22].O.C1(C)C=CC(S(O)(=O)=O)=CC=1.C(=O)([O-])O.[Na+]>C(O)(=O)C>[CH2:1]([N:3]1[C:4]2[CH:8]=[C:7]([C:9]3[CH:14]=[CH:13][N:12]=[CH:11][CH:10]=3)[S:6][C:5]=2[C:15](=[O:16])[NH:17][C:20]1([CH2:21][CH3:22])[CH2:19][CH3:18])[CH3:2] |f:2.3,4.5|. Procedure: A mixture of 3-(ethylamino)-5-(pyridin-4-yl)thiophene-2-carboxamide (0.100 g, 0.400 mmol), 3-pentanone (3.0 mL), p-toluenesulfonic acid monohydrate (0.0095 g, 0.050 mmol) and acetic acid (3.0 mL) was stirred for 1 h at 120° C. in a sealed tube. Then, this mixture was stirred for 2 h at 150° C. and stirring was continued for 2 days at 110° C. in a sealed tube. The mixture was poured into sat. aqueous sodium hydrogen carbonate (150 mL). Extraction with ethyl acetate (100 mL), drying over magnesium... Starting materials: acyloxyalkyl alkoxycarbonyloxyalkyl carboxylic esters, carboxylic acids, ClCCCS(=O)(=O)OCC([C@H](C(=O)O)OCC1=CC=C(C=C1)OC)(C)C ((2R)-4-[(3-chloropropyl)sulfonyloxy]-2-[(4-methoxyphenyl)methoxy]-3,3-dimethylbutanoic acid), C1(CCCCC1)C(=O)OC(C)Cl (1-Chloroethyl Cyclohexanecarboxylate). Reagents/catalysts: C([O-])([O-])=O.[Ag+2] (silver carbonate). Solvent: C1(=CC=CC=C1)C (toluene). The product is ClCCCS(=O)(=O)OCC([C@H](C(=O)OCCOC(=O)C1CCCCC1)OCC1=CC=CC=C1)(C)C ((Cyclohexylcarbonyloxy)ethyl (2R)-4-[(3-chloropropyl)sulfonyloxy]-3,3-dimethyl-2-(phenylmethoxy)butanoate). The yield is 39.2%. As a reaction SMILES: [Cl:1][CH2:2][CH2:3][CH2:4][S:5]([O:8][CH2:9][C:10]([CH3:26])([CH3:25])[C@@H:11]([O:15][CH2:16][C:17]1[CH:22]=[CH:21][C:20](OC)=[CH:19][CH:18]=1)[C:12]([OH:14])=[O:13])(=[O:7])=[O:6].[CH:27]1([C:33]([O:35][CH:36](Cl)[CH3:37])=[O:34])[CH2:32][CH2:31][CH2:30][CH2:29][CH2:28]1>C1(C)C=CC=CC=1.C(=O)([O-])[O-].[Ag+2]>[Cl:1][CH2:2][CH2:3][CH2:4][S:5]([O:8][CH2:9][C:10]([CH3:25])([CH3:26])[C@@H:11]([O:15][CH2:16][C:17]1[CH:18]=[CH:19][CH:20]=[CH:21][CH:22]=1)[C:12]([O:14][CH2:37][CH2:36][O:35][C:33]([CH:27]1[CH2:32][CH2:31][CH2:30][CH2:29][CH2:28]1)=[O:34])=[O:13])(=[O:6])=[O:7] |f:3.4|. Procedure: Following the general procedure for the preparation of acyloxyalkyl/alkoxycarbonyloxyalkyl carboxylic esters from carboxylic acids of Description 22, (2R)-4-[(3-chloropropyl)sulfonyloxy]-3,3-dimethyl-2-(phenylmethoxy)butanoic acid (11) (1.2 g, 3.3 mmol) dissolved in 10 mL of anhydrous toluene was reacted with 1.9 g (10.0 mmol) of chloroethyl cyclohexanecarboxylate (24) in the presence of 1.4 g (5.0 mmol) of silver carbonate (Ag2CO3). After work-up, the crude material was purified by silica gel c... Reactants: CO, Cl, CC(C)(C)C(=O)Nc1ccc(Oc2ccnc(N)c2)cc1F. Yields the product Nc1cc(Oc2ccc(N)c(F)c2)ccn1. RXN SMILES: [CH3:24][OH:25].[ClH:23].[NH2:1][c:2]1[n:3][cH:4][cH:5][c:6]([O:8][c:9]2[cH:10][c:11]([F:22])[c:12]([NH:15][C:16](=[O:17])[C:18]([CH3:19])([CH3:20])[CH3:21])[cH:13][cH:14]2)[cH:7]1>>[NH2:1][c:2]1[n:3][cH:4][cH:5][c:6]([O:8][c:9]2[cH:10][c:11]([F:22])[c:12]([NH2:15])[cH:13][cH:14]2)[cH:7]1.